Dataset: the Open Reaction Database (ORD), a public repository of structured organic reaction records. Task: describe an organic reaction: reactants, conditions, products, and yield Reactants: O=C([O-])O, CCOC(=O)c1ccc(S(=O)(=O)Cl)cc1, CC(C)=O, N#CC=CS(=O)(=O)c1ccc(N)cc1, [Na+], O. The product is CCOC(=O)c1ccc(S(=O)(=O)Nc2ccc(S(=O)(=O)C=CC#N)cc2)cc1. RXN SMILES: [C:16](=[O:17])([OH:18])[O-:19].[C:21](=[O:22])([O:23][CH2:24][CH3:25])[c:26]1[cH:27][cH:28][c:29]([S:32](=[O:33])(=[O:34])[Cl:35])[cH:30][cH:31]1.[CH3:36][C:37](=[O:38])[CH3:39].[NH2:1][c:2]1[cH:3][cH:4][c:5]([S:8](=[O:9])(=[O:10])[CH:11]=[CH:12][C:13]#[N:14])[cH:6][cH:7]1.[Na+:20].[OH2:15]>>[NH:1]([c:2]1[cH:3][cH:4][c:5]([S:8](=[O:9])(=[O:10])[CH:11]=[CH:12][C:13]#[N:14])[cH:6][cH:7]1)[S:32]([c:29]1[cH:28][cH:27][c:26]([C:21](=[O:22])[O:23][CH2:24][CH3:25])[cH:31][cH:30]1)(=[O:33])=[O:34]. The reactants are [O-][Cl+3]([O-])([O-])O, CCOC(C)=NOc1ccc([N+](=O)[O-])cc1[N+](=O)[O-], C1COCCO1, O. Yields the product NOc1ccc([N+](=O)[O-])cc1[N+](=O)[O-]. As a reaction SMILES: [Cl+3:20]([OH:21])([O-:22])([O-:23])[O-:24].[N+:1](=[O:2])([O-:3])[c:4]1[c:5]([O:6][N:7]=[C:8]([O:9][CH2:10][CH3:11])[CH3:12])[cH:13][cH:14][c:15]([N+:17](=[O:18])[O-:19])[cH:16]1.[O:26]1[CH2:27][CH2:28][O:29][CH2:30][CH2:31]1.[OH2:25]>>[N+:1](=[O:2])([O-:3])[c:4]1[c:5]([O:6][NH2:7])[cH:13][cH:14][c:15]([N+:17](=[O:18])[O-:19])[cH:16]1. Reactants: FC(C(=O)O)(F)F (Trifluoroacetic acid), FC1=C(C=CC=C1F)[C@@H]1CC[C@H](C(NC1)=S)NC(OC(C)(C)C)=O (tert-butyl (3R,6S)-6-(2,3-difluorophenyl)-2-thioxoazepan-3-ylcarbamate). Run in ClCCl (dichloromethane). Reaction conditions: time 1 hour. Product: N[C@H]1C(NC[C@@H](CC1)C1=C(C(=CC=C1)F)F)=S ((3R,6S)-3-Amino-6-(2,3-difluorophenyl)azepane-2-thione). Isolated yield 99885.4%. Reaction SMILES: FC(F)(F)C(O)=O.[F:8][C:9]1[C:14]([F:15])=[CH:13][CH:12]=[CH:11][C:10]=1[C@H:16]1[CH2:22][NH:21][C:20](=[S:23])[C@H:19]([NH:24]C(=O)OC(C)(C)C)[CH2:18][CH2:17]1>ClCCl>[NH2:24][C@@H:19]1[CH2:18][CH2:17][C@@H:16]([C:10]2[CH:11]=[CH:12][CH:13]=[C:14]([F:15])[C:9]=2[F:8])[CH2:22][NH:21][C:20]1=[S:23]. Procedure: Trifluoroacetic acid (5 mL, 49.6 mmol) was added to a solution of tert-butyl (3R,6S)-6-(2,3-difluorophenyl)-2-thioxoazepan-3-ylcarbamate (680 mg, 1.91 mmol) in dichloromethane (10 mL). After 1 h, the reaction was concentrated. Saturated aqueous sodium bicarbonate was added and the mixture was extracted with dichloromethane (3×). The combined organic extracts were dried over magnesium sulfate, filtered, and concentrated to give the title compound (489 g). MS 257.0 (M+1). Reactants: Cl.C[C@@H]1C(C[C@]23C=4C=CC=CC4C[C@H]([C@@H]2[C@H]1CC)N(CC3)C)=O (7α,17-Dimethyl-8β-ethylmorphinan-6-one Hydrochloride), C([O-])([O-])=O.[K+].[K+] (potassium carbonate), N#CBr (cyanogen bromide). The solvent is C(Cl)(Cl)Cl (chloroform), C(Cl)(Cl)Cl (chloroform). Yields the product C(#N)N1[C@H]2[C@@H]3[C@H]([C@@H](C(C[C@@]3(C=3C=C(C=CC3C2)OC)CC1)=O)C)CC (17-Cyano-8β-ethyl-3-methoxy-7α-methylmorphinan-6-one). Yield: 90.8%. Reaction SMILES: Cl.[CH3:2][C@H:3]1[C@H:16]([CH2:17][CH3:18])[C@@H:15]2[C@:6]3([CH2:21][CH2:20][N:19]([CH3:22])[C@@H:14]2[CH2:13][C:12]2[CH:11]=[CH:10][CH:9]=[CH:8][C:7]3=2)[CH2:5][C:4]1=[O:23].[C:24](=[O:27])([O-])[O-].[K+].[K+].[N:30]#CBr>C(Cl)(Cl)Cl>[C:22]([N:19]1[CH2:20][CH2:21][C@@:6]23[C:7]4[CH:8]=[C:9]([O:27][CH3:24])[CH:10]=[CH:11][C:12]=4[CH2:13][C@@H:14]1[C@@H:15]2[C@@H:16]([CH2:17][CH3:18])[C@H:3]([CH3:2])[C:4](=[O:23])[CH2:5]3)#[N:30] |f:0.1,2.3.4|. Reported procedure: To a mixture of 9 (11.30 g, 34.5 mmol) and potassium carbonate (7.15 g, 51.8 mmol) in chloroform (75 ml) was added dropwise cyanogen bromide (4.45 g, 42.0 mmol) in chloroform. The reaction mixture was refluxed for 2 hours and processed as above to give 10.6 g (86%) of 12 as a foam after azeotroping with EtOH. The foam was used without further characterization in the hydrolysis reaction. The reactants are ClC1=CC=C(CNCC)C=C1 (N-(4-chlorobenzyl)-N-ethylamine), C(C)O[C@@H](CC1=CC=C(OCC(=O)O)C=C1)C(=O)OCC ({4-[(2S)-2,3-diethoxy-3-oxopropyl]phenoxy}acetic acid), C(C)(C)N(C(C)C)CC (N,N-diisopropylethylamine), F[B-](F)(F)F.N1(N=NC2=C1C=CC=C2)OC(=[N+](C)C)N(C)C (O-(benzotriazol-1-yl)-N,N,N′,N′-tetramethyluronium tetrafluoroborate). Run in C(Cl)Cl (methylene chloride), C(Cl)Cl (methylene chloride). Conditions: time 8 hour. The product is ClC1=CC=C(CN(C(COC2=CC=C(C=C2)C[C@@H](C(=O)OCC)OCC)=O)CC)C=C1 (Ethyl(2S)-3-(4-{2-[(4-chlorobenzyl)(ethyl)amino]-2-oxoethoxy}phenyl)-2-ethoxypropanoate). Isolated yield 60.9%. Reaction SMILES: [Cl:1][C:2]1[CH:11]=[CH:10][C:5]([CH2:6][NH:7][CH2:8][CH3:9])=[CH:4][CH:3]=1.[CH2:12]([O:14][C@H:15]([C:28]([O:30][CH2:31][CH3:32])=[O:29])[CH2:16][C:17]1[CH:27]=[CH:26][C:20]([O:21][CH2:22][C:23]([OH:25])=O)=[CH:19][CH:18]=1)[CH3:13].C(N(CC)C(C)C)(C)C.F[B-](F)(F)F.N1(OC(N(C)C)=[N+](C)C)C2C=CC=CC=2N=N1>C(Cl)Cl>[Cl:1][C:2]1[CH:3]=[CH:4][C:5]([CH2:6][N:7]([CH2:8][CH3:9])[C:23](=[O:25])[CH2:22][O:21][C:20]2[CH:19]=[CH:18][C:17]([CH2:16][C@H:15]([O:14][CH2:12][CH3:13])[C:28]([O:30][CH2:31][CH3:32])=[O:29])=[CH:27][CH:26]=2)=[CH:10][CH:11]=1 |f:3.4|. Reported procedure: To a solution of N-(4-chlorobenzyl)-N-ethylamine (0.150 g, 0.88 mmol) and {4-[(2S)-2,3-diethoxy-3-oxopropyl]phenoxy}acetic acid (0.270 g, 0.91 mmol) in methylene chloride (10 mL) were added N,N-diisopropylethylamine (0.34 mL, 1.9 mmol) and O-(benzotriazol-1-yl)-N,N,N′,N′-tetramethyluronium tetrafluoroborate (0.320 g, 1.00 mmol) and the reaction mixture was stirred at room temperature overnight. The resulting solution was diluted with methylene chloride (40 mL) and the organic phase was washed wi... Reactants: S1C=C(C=C1)B(O)O (3-thienylboronic acid), C(C1=CC=CC=C1)Br (benzyl bromide). Yields the product C(C1=CC=CC=C1)C1=CSC=C1 (3-benzylthiophene). Yield: 74.0%. As a reaction SMILES: [S:1]1[CH:5]=[CH:4][C:3](B(O)O)=[CH:2]1.[CH2:9](Br)[C:10]1[CH:15]=[CH:14][CH:13]=[CH:12][CH:11]=1>>[CH2:9]([C:3]1[CH:4]=[CH:5][S:1][CH:2]=1)[C:10]1[CH:15]=[CH:14][CH:13]=[CH:12][CH:11]=1. Reported procedure: 3-benzylthiophene was prepared in the same manner as described in Example 32C using 3-thienylboronic acid and benzyl bromide, 74% yield. Starting materials: C1CCOC1, CC(C)[Si](C(C)C)(C(C)C)n1ccc2cc(-c3ccccc3C3=NC(C)(C)CO3)ccc21, CCCC[N+](CCCC)(CCCC)CCCC, [F-], O. Product: CC1(C)COC(c2ccccc2-c2ccc3[nH]ccc3c2)=N1. Reaction SMILES: [CH2:52]1[O:53][CH2:54][CH2:55][CH2:56]1.[CH3:1][C:2]1([CH3:32])[N:3]=[C:4]([c:7]2[c:8](-[c:13]3[cH:14][c:15]4[cH:16][cH:17][n:18]([Si:22]([CH:23]([CH3:24])[CH3:25])([CH:26]([CH3:27])[CH3:28])[CH:29]([CH3:30])[CH3:31])[c:19]4[cH:20][cH:21]3)[cH:9][cH:10][cH:11][cH:12]2)[O:5][CH2:6]1.[CH3:34][CH2:35][CH2:36][CH2:37][N+:38]([CH2:39][CH2:40][CH2:41][CH3:42])([CH2:43][CH2:44][CH2:45][CH3:46])[CH2:47][CH2:48][CH2:49][CH3:50].[F-:33].[OH2:51]>>[CH3:1][C:2]1([CH3:32])[N:3]=[C:4]([c:7]2[c:8](-[c:13]3[cH:14][c:15]4[cH:16][cH:17][nH:18][c:19]4[cH:20][cH:21]3)[cH:9][cH:10][cH:11][cH:12]2)[O:5][CH2:6]1.